describe an organic reaction: reactants, conditions, products, and yield From a dataset of the Open Reaction Database (ORD), a public repository of structured organic reaction records. Starting materials: Cl (HCl), [OH-].[Na+] (NaOH), C(CCC)C1=C(C(NC(=N1)C)=O)CC1=CC=C(C=C1)C1=C(C=CC=C1)C1=NN=NN1C(C1=CC=CC=C1)(C1=CC=CC=C1)C1=CC=CC=C1 (6-butyl-2-methyl-5-[(2'-(N-triphenylmethyltetrazol-5-yl)biphen-4-yl)methyl]pyrimidin-4(3H)-one), C=1C=CC2=C(C1)C(=O)OC2(C=3C=CC(=CC3)O)C=4C=CC(=CC4)O (phenolphthalein). Run in CO (methanol), C(C)(=O)O (acetic acid). Reaction conditions: time 20 minute. The product is C(CCC)C1=C(C(NC(=N1)C)=O)CC1=CC=C(C=C1)C1=C(C=CC=C1)C1=NN=NN1 (6-Butyl-2-methyl-5-[(2'-(tetrazol-5-yl)biphen-4-yl)methyl]pyrimidin-4-(3H)-one). RXN SMILES: [CH2:1]([C:5]1[N:10]=[C:9]([CH3:11])[NH:8][C:7](=[O:12])[C:6]=1[CH2:13][C:14]1[CH:19]=[CH:18][C:17]([C:20]2[CH:25]=[CH:24][CH:23]=[CH:22][C:21]=2[C:26]2[N:30](C(C3C=CC=CC=3)(C3C=CC=CC=3)C3C=CC=CC=3)[N:29]=[N:28][N:27]=2)=[CH:16][CH:15]=1)[CH2:2][CH2:3][CH3:4].Cl.C1C=CC2C(C3C=CC(O)=CC=3)(C3C=CC(O)=CC=3)OC(=O)C=2C=1.[OH-].[Na+]>CO.C(O)(=O)C>[CH2:1]([C:5]1[N:10]=[C:9]([CH3:11])[NH:8][C:7](=[O:12])[C:6]=1[CH2:13][C:14]1[CH:19]=[CH:18][C:17]([C:20]2[CH:25]=[CH:24][CH:23]=[CH:22][C:21]=2[C:26]2[NH:30][N:29]=[N:28][N:27]=2)=[CH:16][CH:15]=1)[CH2:2][CH2:3][CH3:4] |f:3.4|. Procedure: The title compound may be prepared by dissolving 6-butyl-2-methyl-5-[(2'-(N-triphenylmethyltetrazol-5-yl)biphen-4-yl)methyl]pyrimidin-4(3H)-one in methanol and adding excess concentrated HCl and stirring for 10-30 minutes. An indicator quantity of phenolphthalein is added followed by 10% NaOH solution until pink. Excess acetic acid is added and the mixture is extracted three times with ether. The combined organic material is dried over MgSO4, stripped of solvent in vacuo, and MPLC'd to give the ... Starting materials: NC(Cc1ccccc1)C(=O)OCc1ccccc1, ClCCl, CO, Cl, CC(NC(=O)Cc1cc(F)cc(F)c1)C(=O)O. Yields the product CC(NC(=O)Cc1cc(F)cc(F)c1)C(=O)NC(Cc1ccccc1)C(=O)OCc1ccccc1. RXN SMILES: [CH2:19]([c:20]1[cH:21][cH:22][cH:23][cH:24][cH:25]1)[O:26][C:27]([CH:28]([NH2:29])[CH2:30][c:31]1[cH:32][cH:33][cH:34][cH:35][cH:36]1)=[O:37].[CH2:40]([Cl:41])[Cl:42].[CH3:38][OH:39].[ClH:18].[F:1][c:2]1[cH:3][c:4]([CH2:9][C:10](=[O:11])[NH:12][CH:13]([CH3:14])[C:15](=[O:16])[OH:17])[cH:5][c:6]([F:8])[cH:7]1>>[F:1][c:2]1[cH:3][c:4]([CH2:9][C:10](=[O:11])[NH:12][CH:13]([CH3:14])[C:15](=[O:17])[NH:29][CH:28]([C:27]([O:26][CH2:19][c:20]2[cH:21][cH:22][cH:23][cH:24][cH:25]2)=[O:37])[CH2:30][c:31]2[cH:32][cH:33][cH:34][cH:35][cH:36]2)[cH:5][c:6]([F:8])[cH:7]1. The reactants are COC(=O)CN(C1=CC2=C(OCO2)C=C1)N[C@@H](CSC)C(=O)NC(=O)OC(C)(C)C ((N-methoxycarbonylmethyl-1,3-benzodioxol-5-ylamino)-N-t-butoxycarbonyl-S-methyl-L-cysteinamide), Cl (hydrochloric acid). Run in C(C)(=O)OCC (ethyl acetate). Yields the product Cl.COC(=O)CN(C1=CC2=C(OCO2)C=C1)N[C@@H](CSC)C(=O)N ((N-methoxycarbonylmethyl-1,3-benzodioxol-5-ylamino)-S-methyl-L-cysteinamide hydrochloride). Isolated yield 83.0%. As a reaction SMILES: [CH3:1][O:2][C:3]([CH2:5][N:6]([NH:16][C@H:17]([C:21]([NH:23]C(OC(C)(C)C)=O)=[O:22])[CH2:18][S:19][CH3:20])[C:7]1[CH:15]=[CH:14][C:10]2[O:11][CH2:12][O:13][C:9]=2[CH:8]=1)=[O:4].[ClH:31]>C(OCC)(=O)C>[ClH:31].[CH3:1][O:2][C:3]([CH2:5][N:6]([NH:16][C@H:17]([C:21]([NH2:23])=[O:22])[CH2:18][S:19][CH3:20])[C:7]1[CH:15]=[CH:14][C:10]2[O:11][CH2:12][O:13][C:9]=2[CH:8]=1)=[O:4] |f:3.4|. Procedure details: After 4.67 g (11 mmol) of (N-methoxycarbonylmethyl-1,3-benzodioxol-5-ylamino)-N-t-butoxycarbonyl-S-methyl-L-cysteinamide were dissolved in 100 ml of ethyl acetate, an excess of hydrochloric acid was ebulated. A precipitate so formed was collected by filtration, washed with ether and then dried under reduced pressure, whereby 3.3 g of (N-methoxycarbonylmethyl-1,3-benzodioxol-5-ylamino)-S-methyl-L-cysteinamide hydrochloride were obtained (yield: 83%).